Dataset: the Open Reaction Database (ORD), a public repository of structured organic reaction records. Task: describe an organic reaction: reactants, conditions, products, and yield Starting materials: C(C)(=O)O[C@H]1C[C@@H](CC2=CC[C@H]3[C@@H]4CC[C@H]([C@@H](COC5OCCCC5)C)[C@]4(CC[C@@H]3[C@@]12C)C)OC(C)=O ((20S)-1α,3β-diacetoxy-20-methyl-21-tetrahydropyranyloxypregna-5-ene), CCOCC (ether), [H-].[Al+3].[Li+].[H-].[H-].[H-] (lithium aluminum hydride). The solvent is C(C)(=O)OCC (ethyl acetate). Product: O[C@H]1C[C@@H](CC2=CC[C@H]3[C@@H]4CC[C@H]([C@@H](COC5OCCCC5)C)[C@]4(CC[C@@H]3[C@@]12C)C)O ((20S)-1α,3β-dihydroxy-20-methyl-21-tetrahydropyranyloxypregna-5-ene). As a reaction SMILES: C([O:4][C@@H:5]1[C@@:31]2([CH3:32])[C:9](=[CH:10][CH2:11][C@@H:12]3[C@@H:30]2[CH2:29][CH2:28][C@@:27]2([CH3:33])[C@H:13]3[CH2:14][CH2:15][C@@H:16]2[C@H:17]([CH3:26])[CH2:18][O:19][CH:20]2[CH2:25][CH2:24][CH2:23][CH2:22][O:21]2)[CH2:8][C@@H:7]([O:34]C(=O)C)[CH2:6]1)(=O)C.CCOCC.[H-].[Al+3].[Li+].[H-].[H-].[H-]>C(OCC)(=O)C>[OH:4][C@@H:5]1[C@@:31]2([CH3:32])[C:9](=[CH:10][CH2:11][C@@H:12]3[C@@H:30]2[CH2:29][CH2:28][C@@:27]2([CH3:33])[C@H:13]3[CH2:14][CH2:15][C@@H:16]2[C@H:17]([CH3:26])[CH2:18][O:19][CH:20]2[CH2:25][CH2:24][CH2:23][CH2:22][O:21]2)[CH2:8][C@@H:7]([OH:34])[CH2:6]1 |f:2.3.4.5.6.7|. Procedure details: To a solution of 1.5 g. of (20S)-1α,3β-diacetoxy-20-methyl-21-tetrahydropyranyloxypregna-5-ene in 25 ml. of absolute ether was added 0.3 g. of lithium aluminum hydride and the suspension was stirred at room temperature for 1 hour. After cooling to 0°, 2 ml. of ethyl acetate was added and the mixture poured onto ice-water. The insoluble part was extracted with ethyl acetate, the organic solution was washed with water and dried over sodium sulfate. By filtration and evaporation under vacuum 1.4 g.... Reported procedure: A solution of 1-methyl-4-oxo-1,4-dihydroquinolin-2-ylmethanol (112 mg, 0.592 mmoles, Coppola, G. M. J. Heterocyclic Chem., 1986, 23, 1717) and phosphorous tribromide (56.2 uL, 0.592 mmoles) in 3:1 CH2Cl2: DMF (20 mL) is stirred 18 hours and another portion (20 mL) of phosphorous tribromide is added. After 24 hours distilled water (10 mL) is added and extracted with EtOAc. The organic layer is concentrated and the resulting residue purified by column chromatography (silica, 20:1 CH2Cl2:MeOH) to y... The solvent is CN(C)C=O (DMF). Reactants: P(Br)(Br)Br (phosphorous tribromide), CN1C(=CC(C2=CC=CC=C12)=O)CO (1-methyl-4-oxo-1,4-dihydroquinolin-2-ylmethanol), P(Br)(Br)Br (phosphorous tribromide), C(Cl)Cl (CH2Cl2). Reaction SMILES: [CH3:1][N:2]1[C:11]2[C:6](=[CH:7][CH:8]=[CH:9][CH:10]=2)[C:5](=[O:12])[CH:4]=[C:3]1[CH2:13]O.P(Br)(Br)[Br:16].C(Cl)Cl>CN(C=O)C>[CH3:1][N:2]1[C:11]2[C:6](=[CH:7][CH:8]=[CH:9][CH:10]=2)[C:5](=[O:12])[CH:4]=[C:3]1[CH2:13][Br:16]. The product is CN1C(=CC(C2=CC=CC=C12)=O)CBr (1-Methyl-4-oxo-1,4-dihydroquinolin-2-ylmethyl bromide). Starting materials: Cl (hydrochloric acid), Grignard reagent, O=C(CCCC#N)C (5-oxohexanenitrile), ClC=1C=C(C=C(C1)Cl)I (3,5-dichlorophenyl iodide), [Mg] (magnesium). Solvent: O (water), C(C)OCC (diethyl ether), C(C)OCC (diethyl ether). Reaction conditions: time 1 hour. Yields the product Grignard reagent, ClC=1C=C(C=C(C1)Cl)I (3,5-dichlorophenyl iodide), OC(CCCC#N)(C)C1=CC(=CC(=C1)Cl)Cl (5-hydroxy-5-(3,5-dichlorophenyl)hexanenitrile). Isolated yield 89.2%. Reaction SMILES: [Cl:1][C:2]1[CH:3]=[C:4]([I:9])[CH:5]=[C:6]([Cl:8])[CH:7]=1.[Mg].[O:11]=[C:12]([CH3:18])[CH2:13][CH2:14][CH2:15][C:16]#[N:17].Cl>C(OCC)C.O>[Cl:1][C:2]1[CH:3]=[C:4]([I:9])[CH:5]=[C:6]([Cl:8])[CH:7]=1.[OH:11][C:12]([C:4]1[CH:3]=[C:2]([Cl:1])[CH:7]=[C:6]([Cl:8])[CH:5]=1)([CH3:18])[CH2:13][CH2:14][CH2:15][C:16]#[N:17]. Procedure: The Grignard reagent of 3,5-dichlorophenyl iodide was prepared by the reaction of 20.0 grams (0.073 mole) of 3,5-dichlorophenyl iodide and 1.8 grams (0.073 mole) of magnesium turnings in 350 mL of diethyl ether. The reaction mixture was heated at reflux for about three hours and then allowed to cool to ambient temperature. To the Grignard reagent, with stirring, was added dropwise during a 15 minute period a solution of 8.4 mL (0.073 mole) of 5-oxohexanenitrile in 25 mL of diethyl ether. The exo... Starting materials: [H-].[Al+3].[Li+].[H-].[H-].[H-] (Lithium aluminum hydride), C[C@@H]1CC[C@H](CC1)N1C=NC(=C1)C(=O)OCC (Ethyl 1-(trans-4-methylcyclohexyl)-1H-imidazole-4-carboxylate). Solvent: O1CCCC1 (tetrahydrofuran), C(C)OCC (diethyl ether), S(=O)(=O)([O-])[O-].[Na+].[Na+] (sodium sulfate), O1CCCC1 (tetrahydrofuran). Conditions: temperature 0 celsius, time 30 minute. Yields the product C[C@@H]1CC[C@H](CC1)N1C=NC(=C1)CO ([1-(trans-4-Methylcyclohexyl)-1H-imidazol-4-yl]methanol). Yield: 88.4%. Reaction SMILES: [H-].[Al+3].[Li+].[H-].[H-].[H-].[CH3:7][C@H:8]1[CH2:13][CH2:12][C@H:11]([N:14]2[CH:18]=[C:17]([C:19](OCC)=[O:20])[N:16]=[CH:15]2)[CH2:10][CH2:9]1>O1CCCC1.C(OCC)C.S([O-])([O-])(=O)=O.[Na+].[Na+]>[CH3:7][C@H:8]1[CH2:9][CH2:10][C@H:11]([N:14]2[CH:18]=[C:17]([CH2:19][OH:20])[N:16]=[CH:15]2)[CH2:12][CH2:13]1 |f:0.1.2.3.4.5,9.10.11|. Procedure: Lithium aluminum hydride (92%, 0.31 g) was suspended in tetrahydrofuran (6 mL). The compound (1.50 g) obtained in Step 1 of this Reference Example was dissolved in tetrahydrofuran (6 mL), and this solution was slowly added dropwise to the suspension at 0° C. After stirring at 0° C. for 30 minutes, the reaction solution was diluted with diethyl ether, and saturated aqueous sodium sulfate was added thereto. After stirring at room temperature for 1 hour, the formed inorganic salt was removed by fil... Reactants: BrCC1=CC(=C(C=C1)C1=CC=CC=C1)[N+](=O)[O-] (4-Bromomethyl-2-nitrobiphenyl), CN (methylamine), C1CCOC1 (THF). Product: CNCC1=CC=C(C=C1)C1=C(C=CC=C1)[N+](=O)[O-] (4'-methylaminomethyl-2-nitrobiphenyl). Reaction SMILES: BrC[C:3]1[CH:8]=[CH:7][C:6]([C:9]2C=CC=[CH:11][CH:10]=2)=[C:5]([N+:15]([O-:17])=[O:16])[CH:4]=1.[CH3:18][NH2:19].[CH2:20]1[CH2:24]O[CH2:22][CH2:21]1>>[CH3:18][NH:19][CH2:22][C:21]1[CH:11]=[CH:10][C:9]([C:6]2[CH:7]=[CH:8][CH:3]=[CH:4][C:5]=2[N+:15]([O-:17])=[O:16])=[CH:24][CH:20]=1. Reported procedure: 4-Bromomethyl-2-nitrobiphenyl, prpepared as described by D. J. Carini, et al. D. J. Carini, et al. on page 105 in European Application Number 324,377 published Jul. 19, 1989, is reacted with excess methylamine in THF in a manner similar to that described in Example 18A, to give 4'-methylaminomethyl-2-nitrobiphenyl. 4'-Methylaminomethyl-2-nitrobiphenyl is reacted, according to the procedures described in Example 1C, with ethyl 2-butyl-4-chloropyrimidine-5-carboxylate to give ethyl 2-butyl-4-{N-[N... The reactants are N(=[N+]=[N-])[C@@H]1C[C@@H](CC[C@@H]1NC(=O)OC(C)(C)C)C(=O)OC (Methyl (1R*,3R*,4S*)-3-azido-4-(N-tert-butoxycarbonylamino)cyclohexane-1-carboxylate), [H][H] (hydrogen). Reagents/catalysts: [Pd] (palladium on carbon). The solvent is C(C)(=O)OCC (ethyl acetate). Product: C(C)(C)(C)OC(=O)N[C@H]1[C@H](C[C@H](CC1)C(=O)OC)N ((1R*,2S*,4S*)-N1-tert-butoxycarbonyl-4-methoxycarbonyl-1,2-cyclohexanediamine). Yield: 104.8%. Reaction SMILES: [N:1]([C@H:4]1[C@@H:9]([NH:10][C:11]([O:13][C:14]([CH3:17])([CH3:16])[CH3:15])=[O:12])[CH2:8][CH2:7][C@@H:6]([C:18]([O:20][CH3:21])=[O:19])[CH2:5]1)=[N+]=[N-].[H][H]>C(OCC)(=O)C.[Pd]>[C:14]([O:13][C:11]([NH:10][C@@H:9]1[CH2:8][CH2:7][C@H:6]([C:18]([O:20][CH3:21])=[O:19])[CH2:5][C@@H:4]1[NH2:1])=[O:12])([CH3:17])([CH3:16])[CH3:15]. Reported procedure: Methyl (1R*,3R*,4S*)-3-azido-4-(N-tert-butoxycarbonylamino)cyclohexane-1-carboxylate (230 mg) was dissolved in ethyl acetate (8 ml), and a catalytic amount of 10% palladium on carbon was added to stir the mixture at room temperature for 20 hours in a hydrogen atmosphere. Insoluble matter was removed by filtration, and the filtrate was concentrated under reduced pressure to obtain the title compound (220 mg) as a pale yellow oil. Starting materials: C(C)(C)(C)OC(NC1=C(C=C(C(=C1)OC1=CC=C2C(=N1)SC(=N2)N)Cl)F)=O (tert-butyl{5-[(2-amino[1,3]thiazolo[5,4-b]pyridin-5-yl)oxy]-4-chloro-2-fluorophenyl}carbamate), C(CC)(=O)Cl (propionyl chloride), C(O)([O-])=O.[Na+] (sodium hydrogen carbonate). Run in N1=CC=CC=C1 (pyridine). Conditions: time 4.5 hour. Yields the product C(C)(C)(C)OC(NC1=C(C=C(C(=C1)OC1=CC=C2C(=N1)SC(=N2)NC(CC)=O)Cl)F)=O (tert-butyl(4-chloro-2-fluoro-5-{[2-(propanoylamino)[1,3]thiazolo[5,4-b]pyridin-5-yl]oxy}phenyl)carbamate). Isolated yield 88.1%. Reaction SMILES: [C:1]([O:5][C:6](=[O:27])[NH:7][C:8]1[CH:13]=[C:12]([O:14][C:15]2[N:20]=[C:19]3[S:21][C:22]([NH2:24])=[N:23][C:18]3=[CH:17][CH:16]=2)[C:11]([Cl:25])=[CH:10][C:9]=1[F:26])([CH3:4])([CH3:3])[CH3:2].[C:28](Cl)(=[O:31])[CH2:29][CH3:30].C(=O)([O-])O.[Na+]>N1C=CC=CC=1>[C:1]([O:5][C:6](=[O:27])[NH:7][C:8]1[CH:13]=[C:12]([O:14][C:15]2[N:20]=[C:19]3[S:21][C:22]([NH:24][C:28](=[O:31])[CH2:29][CH3:30])=[N:23][C:18]3=[CH:17][CH:16]=2)[C:11]([Cl:25])=[CH:10][C:9]=1[F:26])([CH3:4])([CH3:2])[CH3:3] |f:2.3|. Procedure details: To a solution of tert-butyl{5-[(2-amino[1,3]thiazolo[5,4-b]pyridin-5-yl)oxy]-4-chloro-2-fluorophenyl}carbamate (1.30 g, 3.16 mmol) in pyridine (20 mL) was added propionyl chloride (330 μL, 3.80 mmol), and the mixture was stirred at room temperature for 4.5 hr. To the reaction mixture was added aqueous sodium hydrogen carbonate solution (30 mL), and the mixture was extracted with ethyl acetate (50 mL×3). The organic layer was washed successively with water (20 mL) and saturated brine (20 mL), dri... Starting materials: COC1=CC=C(C=C1)C1=CN=C(O1)NC=1C=CC=C2CCC(CC12)=O (8-{[5-(4-methoxyphenyl)-1,3-oxazol-2-yl]amino}-3,4-dihydronaphthalen-2(1H)-one), FC(C1=CC=C(C=C1)C1=CN=C(O1)NC=1C=CC=C2CCC(CC12)=O)(F)F (8-({5-[4-(trifluoromethyl)phenyl]-1,3-oxazol-2-yl}amino)-3,4-dihydronaphthalen-2(1H)-one). Yields the product COC1=CC=C(C=C1)C1=CN=C(O1)NC=1C=CC=C2CCC(CC12)O (8-{[5-(4-methoxyphenyl)-1,3-oxazol-2-yl]amino}-1,2,3,4-tetrahydronaphthalen-2-ol). As a reaction SMILES: [CH3:1][O:2][C:3]1[CH:8]=[CH:7][C:6]([C:9]2[O:13][C:12]([NH:14][C:15]3[CH:16]=[CH:17][CH:18]=[C:19]4[C:24]=3[CH2:23][C:22](=[O:25])[CH2:21][CH2:20]4)=[N:11][CH:10]=2)=[CH:5][CH:4]=1.FC(F)(F)C1C=CC(C2OC(NC3C=CC=C4C=3CC(=O)CC4)=NC=2)=CC=1>>[CH3:1][O:2][C:3]1[CH:8]=[CH:7][C:6]([C:9]2[O:13][C:12]([NH:14][C:15]3[CH:16]=[CH:17][CH:18]=[C:19]4[C:24]=3[CH2:23][CH:22]([OH:25])[CH2:21][CH2:20]4)=[N:11][CH:10]=2)=[CH:5][CH:4]=1. Procedure: The title compound was prepared using the procedure as described in Example 2, substituting the product of Example 10C for the product of Example 1I. 1H NMR (DMSO-d6) δ 8.98 (s, 1H), 7.59 (d, 1H, J=7.8 Hz), 7.49 (d, 2H, J=8.8 Hz), 7.20 (s, 1H), 7.08 (t, 1H, J=7.6 Hz), 7.00 (d, 2H, J=8.8 Hz), 6.82 (d, 1H, J=7.4 Hz), 4.79 (d, 1H, J=4.1 Hz), 3.93 (m, 1H), 3.78 (s, 3H), 2.74-2.98 (m, 4H), 1.85 (m, 1H), 1.63 (m, 1H); MS (ESI+) m/z 337 (M+H).